Task: describe an organic reaction: reactants, conditions, products, and yield. Dataset: the Open Reaction Database (ORD), a public repository of structured organic reaction records Reactants: C(CCC=CCCCCCCCCCC)NC1=CC=C(C(=O)NCC(=O)OCC)C=C1 (ethyl N-[4-(4-pentadecenylamino)benzoyl]glycinate), [OH-].[Na+] (sodium hydroxide). The solvent is C(C)O (ethanol). Yields the product C(CCC=CCCCCCCCCCC)NC1=CC=C(C(=O)NCC(=O)O)C=C1 (N-[4-(4-pentadecenylamino)benzoyl]glycine). RXN SMILES: [CH2:1]([NH:16][C:17]1[CH:31]=[CH:30][C:20]([C:21]([NH:23][CH2:24][C:25]([O:27]CC)=[O:26])=[O:22])=[CH:19][CH:18]=1)[CH2:2][CH2:3][CH:4]=[CH:5][CH2:6][CH2:7][CH2:8][CH2:9][CH2:10][CH2:11][CH2:12][CH2:13][CH2:14][CH3:15].[OH-].[Na+]>C(O)C>[CH2:1]([NH:16][C:17]1[CH:18]=[CH:19][C:20]([C:21]([NH:23][CH2:24][C:25]([OH:27])=[O:26])=[O:22])=[CH:30][CH:31]=1)[CH2:2][CH2:3][CH:4]=[CH:5][CH2:6][CH2:7][CH2:8][CH2:9][CH2:10][CH2:11][CH2:12][CH2:13][CH2:14][CH3:15] |f:1.2|. Reported procedure: A mixture of 26.4 g. of ethyl N-[4-(4-pentadecenylamino)benzoyl]glycinate, 110 ml. of 1 N sodium hydroxide solution, and 100 ml. of ethanol is stirred at ambient temperature for 2 hours and then partially evaporated. The gaseous solution is washed with diethyl ether, acidified with 6 N hydrochloric acid, and filtered. The white solid is dried in vacuo and recrystallized from acetone. The reactants are N#Cc1cccc(S(=O)(=O)Cl)c1, CN, ClCCl, O. Yields the product CNS(=O)(=O)c1cccc(C#N)c1. RXN SMILES: [C:4](#[N:5])[c:6]1[cH:7][c:8]([S:12](=[O:13])(=[O:14])[Cl:15])[cH:9][cH:10][cH:11]1.[CH3:1][NH2:2].[Cl:16][CH2:17][Cl:18].[OH2:3]>>[CH3:1][NH:2][S:12]([c:8]1[cH:7][c:6]([C:4]#[N:5])[cH:11][cH:10][cH:9]1)(=[O:13])=[O:14]. The reactants are C(C)(C)(C)OC(=O)N[C@@H]1CN(CC1)S(=O)(=O)C=1C=2C(=CN=C(C2C=CC1)OC)Br ((S)-3-(tert-Butoxycarbonylamino)-1-(4-bromo-1-methoxy-5-isoquinolinesulfonyl)-pyrrolidine), Cl.CO (hydrogen chloride methanol). Reaction conditions: temperature 50 celsius, time 50 hour. Yields the product N[C@@H]1CN(CC1)S(=O)(=O)C=1C=2C(=CN=C(C2C=CC1)O)Br ((S)-3-Amino-1-(1-hydroxy-4-bromo-5-isoquinolinesulfonyl)pyrrolidine), Cl (hydrochloride). RXN SMILES: C(OC([NH:8][C@H:9]1[CH2:13][CH2:12][N:11]([S:14]([C:17]2[C:18]3[C:19]([Br:29])=[CH:20][N:21]=[C:22]([O:27]C)[C:23]=3[CH:24]=[CH:25][CH:26]=2)(=[O:16])=[O:15])[CH2:10]1)=O)(C)(C)C.[ClH:30].CO>>[NH2:8][C@H:9]1[CH2:13][CH2:12][N:11]([S:14]([C:17]2[C:18]3[C:19]([Br:29])=[CH:20][N:21]=[C:22]([OH:27])[C:23]=3[CH:24]=[CH:25][CH:26]=2)(=[O:15])=[O:16])[CH2:10]1.[ClH:30] |f:1.2|. Reported procedure: Intermediate 4a (25 mg) obtained in Example 6-1, Step B was added with 10% hydrogen chloride/methanol (10 ml), and the mixture was stirred at 50° C. for 50 hours. The solvent was evaporated under reduced pressure to obtain the title compound as hydrochloride (13 mg). Starting materials: CCCOC(C)C(=O)Cl, ClCCl, CCOCC, Oc1ccc(-c2ccc(O)cc2)cc1, c1ccncc1. Product: CCCOC(C)C(=O)Oc1ccc(-c2ccc(O)cc2)cc1. RXN SMILES: [CH2:15]([CH2:16][CH3:17])[O:18][CH:19]([C:20](=[O:21])[Cl:22])[CH3:23].[CH2:35]([Cl:36])[Cl:37].[CH3:24][CH2:25][O:26][CH2:27][CH3:28].[c:1]1([OH:14])[cH:2][cH:3][c:4](-[c:7]2[cH:8][cH:9][c:10]([OH:13])[cH:11][cH:12]2)[cH:5][cH:6]1.[cH:29]1[cH:30][cH:31][n:32][cH:33][cH:34]1>>[c:1]1([O:14][C:20]([CH:19]([O:18][CH2:15][CH2:16][CH3:17])[CH3:23])=[O:21])[cH:2][cH:3][c:4](-[c:7]2[cH:8][cH:9][c:10]([OH:13])[cH:11][cH:12]2)[cH:5][cH:6]1. The reactants are Cl.NC1=NC(C2=C(N1)NC=C2CCC2=CC=C(C(=O)N[C@@H](CCC(=O)O)C(=O)O)C=C2)=O (N-[4-[2-(2-amino-4,7-dihydro-4-oxo-1H-pyrrolo[2,3-d]pyrimidin-5-yl)ethyl]benzoyl]-L-glutamic acid hydrochloride), solution, [OH-].[Na+] (sodium hydroxide), C([C@@H](O)[C@@H](O)[C@H](O)[C@H](O)CO)O (Mannitol). Run in O (water). Yields the product [Na+].[Na+].NC1=NC(C2=C(N1)NC=C2CCC2=CC=C(C(=O)N[C@@H](CCC(=O)[O-])C(=O)[O-])C=C2)=O (N-[4-[2-(2-amino-4,7-dihydro-4-oxo-1H-pyrrolo[2,3-d]pyrimidin-5-yl)ethyl]benzoyl]-L-glutamic acid disodium salt), C([C@@H](O)[C@@H](O)[C@H](O)[C@H](O)CO)O (mannitol), [Cl-].[Na+] (sodium chloride). Reaction SMILES: [ClH:1].[NH2:2][C:3]1[NH:8][C:7]2[NH:9][CH:10]=[C:11]([CH2:12][CH2:13][C:14]3[CH:31]=[CH:30][C:17]([C:18]([NH:20][C@H:21]([C:27]([OH:29])=[O:28])[CH2:22][CH2:23][C:24]([OH:26])=[O:25])=[O:19])=[CH:16][CH:15]=3)[C:6]=2[C:5](=[O:32])[N:4]=1.[OH-].[Na+:34].[CH2:35]([OH:46])[C@H:36]([C@H:38]([C@@H:40]([C@@H:42]([CH2:44][OH:45])[OH:43])[OH:41])[OH:39])[OH:37]>O>[Na+:34].[Na+:34].[NH2:2][C:3]1[NH:8][C:7]2[NH:9][CH:10]=[C:11]([CH2:12][CH2:13][C:14]3[CH:15]=[CH:16][C:17]([C:18]([NH:20][C@H:21]([C:27]([O-:29])=[O:28])[CH2:22][CH2:23][C:24]([O-:26])=[O:25])=[O:19])=[CH:30][CH:31]=3)[C:6]=2[C:5](=[O:32])[N:4]=1.[CH2:44]([OH:45])[C@H:42]([C@H:40]([C@@H:38]([C@@H:36]([CH2:35][OH:46])[OH:37])[OH:39])[OH:41])[OH:43].[Cl-:1].[Na+:34] |f:0.1,2.3,6.7.8,10.11|. Procedure details: 5 grams of N-[4-[2-(2-amino-4,7-dihydro-4-oxo-1H-pyrrolo[2,3-d]pyrimidin-5-yl)ethyl]benzoyl]-L-glutamic acid hydrochloride (purity 99.4% by HPLC) is dissolved in 1 L of distilled water and 16.168 ml of a 2.0 M solution of sodium hydroxide is added to the solution. Mannitol (10 g) was then added to the solution and dissolved. The solution is then filtered through a bacterial filter and dried in a freeze-drier to afford the title compound as a white solid in mixture with mannitol and sodium chlori...